Task: describe an organic reaction: reactants, conditions, products, and yield. Dataset: the Open Reaction Database (ORD), a public repository of structured organic reaction records Reactants: CN(C)S(=O)(=O)n1cc(CC(C)(C)C)nc1C(C)(O)Cc1ccc(-n2cccn2)cc1, CO, Cl. The product is CC(C)(C)Cc1c[nH]c(C(C)(O)Cc2ccc(-n3cccn3)cc2)n1. Reaction SMILES: [CH3:2][C:3]([CH2:4][c:5]1[n:6][c:7]([C:16]([CH2:17][c:18]2[cH:19][cH:20][c:21](-[n:24]3[n:25][cH:26][cH:27][cH:28]3)[cH:22][cH:23]2)([CH3:29])[OH:30])[n:8]([S:10]([N:11]([CH3:12])[CH3:13])(=[O:14])=[O:15])[cH:9]1)([CH3:31])[CH3:32].[CH3:33][OH:34].[ClH:1]>>[CH3:2][C:3]([CH2:4][c:5]1[n:6][c:7]([C:16]([CH2:17][c:18]2[cH:19][cH:20][c:21](-[n:24]3[n:25][cH:26][cH:27][cH:28]3)[cH:22][cH:23]2)([CH3:29])[OH:30])[nH:8][cH:9]1)([CH3:31])[CH3:32]. The reactants are COCCCN1CCC(NC(=O)c2cc(Cl)c(N)n3ccnc23)CC1, CCCCN1CCC(CNC(=O)c2cc(Cl)c(N)n3ccnc23)CC1. Yields the product COCCCN1CCC(NC(=O)c2ccc(N)n3ccnc23)CC1. RXN SMILES: [NH2:1][c:2]1[c:3]([Cl:25])[cH:4][c:5]([C:11](=[O:12])[NH:13][CH:14]2[CH2:15][CH2:16][N:17]([CH2:20][CH2:21][CH2:22][O:23][CH3:24])[CH2:18][CH2:19]2)[c:6]2[n:7]1[cH:8][cH:9][n:10]2.[NH2:26][c:27]1[n:28]2[cH:29][cH:30][n:31][c:32]2[c:33]([C:34]([NH:35][CH2:36][CH:37]2[CH2:38][CH2:39][N:40]([CH2:41][CH2:42][CH2:43][CH3:44])[CH2:45][CH2:46]2)=[O:47])[cH:48][c:49]1[Cl:50]>>[NH2:1][c:2]1[cH:3][cH:4][c:5]([C:11](=[O:12])[NH:13][CH:14]2[CH2:15][CH2:16][N:17]([CH2:20][CH2:21][CH2:22][O:23][CH3:24])[CH2:18][CH2:19]2)[c:6]2[n:7]1[cH:8][cH:9][n:10]2. The reactants are COC(=O)c1ccc(F)c2c1CC(C)(C)C(c1cccc(N3CCOCC3)c1)N2, CO, Cl, [Na+], C1CCOC1, [OH-], O. Yields the product CC1(C)Cc2c(C(=O)O)ccc(F)c2NC1c1cccc(N2CCOCC2)c1. RXN SMILES: [CH3:1][O:2][C:3](=[O:4])[c:5]1[c:6]2[c:11]([c:12]([F:15])[cH:13][cH:14]1)[NH:10][CH:9]([c:16]1[cH:17][c:18]([N:22]3[CH2:23][CH2:24][O:25][CH2:26][CH2:27]3)[cH:19][cH:20][cH:21]1)[C:8]([CH3:28])([CH3:29])[CH2:7]2.[CH3:33][OH:34].[ClH:32].[Na+:31].[O:35]1[CH2:36][CH2:37][CH2:38][CH2:39]1.[OH-:30].[OH2:40]>>[O:2]=[C:3]([OH:4])[c:5]1[c:6]2[c:11]([c:12]([F:15])[cH:13][cH:14]1)[NH:10][CH:9]([c:16]1[cH:17][c:18]([N:22]3[CH2:23][CH2:24][O:25][CH2:26][CH2:27]3)[cH:19][cH:20][cH:21]1)[C:8]([CH3:28])([CH3:29])[CH2:7]2. Reactants: [Br-], CC[Mg+], CC1(C)C(C(=O)Cl)C1(C)C, [Cl-], [Cl-], ClCCl, Fc1c(F)c(F)c2[nH]ccc2c1F, [Zn+2]. Product: CC1(C)C(C(=O)c2c[nH]c3c(F)c(F)c(F)c(F)c23)C1(C)C. RXN SMILES: [Br-:14].[CH2:15]([Mg+:16])[CH3:17].[CH3:18][C:19]1([CH3:27])[CH:20]([C:24](=[O:25])[Cl:26])[C:21]1([CH3:22])[CH3:23].[Cl-:31].[Cl-:33].[Cl:28][CH2:29][Cl:30].[F:1][c:2]1[c:3]2[cH:4][cH:5][nH:6][c:7]2[c:8]([F:13])[c:9]([F:12])[c:10]1[F:11].[Zn+2:32]>>[F:1][c:2]1[c:3]2[c:4]([C:24]([CH:20]3[C:19]([CH3:18])([CH3:27])[C:21]3([CH3:22])[CH3:23])=[O:25])[cH:5][nH:6][c:7]2[c:8]([F:13])[c:9]([F:12])[c:10]1[F:11].